Dataset: the Open Reaction Database (ORD), a public repository of structured organic reaction records. Task: describe an organic reaction: reactants, conditions, products, and yield The reactants are 1,2-epoxy-4,4-diarylbutane, dimethylsulfonium methylide, CS(=C)(=O)C (dimethyloxosulfonium methylide), diarylalkyl aldehyde, dimethylsulfonium methylide, diarylalkyl ketone, C1(=CC=CC=C1)C(CC=O)C1=CC=CC=C1 (3,3-diphenylpropanal), CS(=C)(=O)C (dimethyloxosulfonium methylide), aldehyde. Yields the product O1CC1CC(C1=CC=CC=C1)C1=CC=CC=C1 (1,2-epoxy-4,4-diphenylbutane). RXN SMILES: [CH3:1]S(C)(=O)=C.[C:6]1([CH:12]([C:16]2[CH:21]=[CH:20][CH:19]=[CH:18][CH:17]=2)[CH2:13][CH:14]=[O:15])[CH:11]=[CH:10][CH:9]=[CH:8][CH:7]=1>>[O:15]1[CH:14]([CH2:13][CH:12]([C:6]2[CH:7]=[CH:8][CH:9]=[CH:10][CH:11]=2)[C:16]2[CH:17]=[CH:18][CH:19]=[CH:20][CH:21]=2)[CH2:1]1. Procedure details: The 1,2-epoxy-4,4-diarylbutane starting materials can alternatively be prepared by reaction of dimethylsulfonium methylide or dimethyloxosulfonium methylide with an appropriate diarylalkyl aldehyde or a diarylalkyl ketone. For example, reaction of an aldehyde such as 3,3-diphenylpropanal with either dimethylsulfonium methylide or dimethyloxosulfonium methylide in approximately equimolar amounts provides 1,2-epoxy-4,4-diphenylbutane. Similarly, reaction of a diarylalkyl ketone such as methyl-(2,2...